This data is from the Open Reaction Database (ORD), a public repository of structured organic reaction records. The task is: describe an organic reaction: reactants, conditions, products, and yield The reactants are FC(=C(F)F)F (tetrafluoroethylene), ( 102 ), ( 108 ), C(=C)(F)F (vinylidene fluoride), ( 104 ), ( 106 ), FC(C(=C(F)F)F)(F)F (hexafluoropropylene). The product is C=C(F)F.C(=C(F)F)(C(F)(F)F)F.C(=C(F)F)(F)F (THV 300). RXN SMILES: [F:1][C:2]([F:6])=[C:3]([F:5])[F:4].[F:7][C:8]([F:15])([F:14])[C:9]([F:13])=[C:10]([F:12])[F:11].C(F)(F)=C>>[CH2:3]=[C:2]([F:6])[F:1].[C:9]([F:13])([C:8]([F:15])([F:14])[F:7])=[C:10]([F:12])[F:11].[C:3]([F:5])([F:4])=[C:2]([F:6])[F:1] |f:3.4.5|. Procedure: As noted above, we prefer to cover at least a portion of the sensor section (102), distal section (104), mid-section (106), or proximal section (108) with a fluoropolymeric composition comprising a copolymer of tetrafluoroethylene, hexafluoropropylene, and vinylidene fluoride or an alloy or mixture of the three. Especially suitable are the series of fluoroplastics known as "THV Fluoroplastics" produced by 3M, particularly THV 200, THV 300, THV 400, and THV 500. Preferred compositions include tho...